Dataset: the Open Reaction Database (ORD), a public repository of structured organic reaction records. Task: describe an organic reaction: reactants, conditions, products, and yield Reactants: II (I2), FC1=CC2=C(N3C(S2)=NC(=C3)C3=CC=C(C=C3)N(C)C)C=C1 (7-fluoro-2-(4-dimethylaminophenyl)-imidazo[2,1-b]benzothiazole), [O-]S(=O)(=S)[O-].[Na+].[Na+] (Na2S2O3). The solvent is C(Cl)Cl (CH2Cl2), C(Cl)Cl (CH2Cl2). Yields the product IC1=CC2=C(N3C(S2)=NC(=C3)C3=CC=C(C=C3)N(C)C)C=C1 (7-iodo-2-(4-dimethylaminophenyl)-imidazo[2,1-b]benzothiazole). Yield: 15.0%. RXN SMILES: F[C:2]1[CH:22]=[CH:21][C:5]2[N:6]3[CH:11]=[C:10]([C:12]4[CH:17]=[CH:16][C:15]([N:18]([CH3:20])[CH3:19])=[CH:14][CH:13]=4)[N:9]=[C:7]3[S:8][C:4]=2[CH:3]=1.[I:23]I.[O-]S([O-])(=S)=O.[Na+].[Na+]>C(Cl)Cl>[I:23][C:2]1[CH:22]=[CH:21][C:5]2[N:6]3[CH:11]=[C:10]([C:12]4[CH:17]=[CH:16][C:15]([N:18]([CH3:20])[CH3:19])=[CH:14][CH:13]=4)[N:9]=[C:7]3[S:8][C:4]=2[CH:3]=1 |f:2.3.4|. Procedure details: 5 (64 mg, 1 eq) was dissolved in CH2Cl2 (5 ml) and to that was added dropwise I2 (39 mg, 1.1 eq) in 2 ml of CH2Cl2, the resulting mixture was stirred at RT for 1 h before hydrolysis with 5 ml of Na2S2O3 10%. Extraction was performed using CH2Cl2 (2×5 ml) with drying over Na2SO4 and concentrating was carried out in vacuum. Purification by flash chromatography (SiO2, hexane/AcOEt, 9/1) was used to give 6 as a white solid in 15% yield. The reactants are COC(C1=C(C=CC=C1)CBr)=O (2-Bromomethylbenzoic acid methyl ester), C1N(CCC2=CC=CC=C12)C(CCC1=CC=C(C=C1)O)=O (4-[3-(3,4-dihydroisoquinolin-2(1H)-yl)-3-oxopropyl]phenol), C([O-])([O-])=O.[K+].[K+] (potassium carbonate). The solvent is C(C)#N (acetonitrile). Product: C1N(CCC2=CC=CC=C12)C(CCC1=CC=C(OCC2=C(C(=O)OC)C=CC=C2)C=C1)=O (Methyl 2-({4-[3-(3,4-dihydroisoquinolin-2(1H)-yl)-3-oxopropyl]phenoxy}methyl)-benzoate). Isolated yield 57.0%. RXN SMILES: [CH2:1]1[C:10]2[C:5](=[CH:6][CH:7]=[CH:8][CH:9]=2)[CH2:4][CH2:3][N:2]1[C:11](=[O:21])[CH2:12][CH2:13][C:14]1[CH:19]=[CH:18][C:17]([OH:20])=[CH:16][CH:15]=1.[CH3:22][O:23][C:24](=[O:33])[C:25]1[CH:30]=[CH:29][CH:28]=[CH:27][C:26]=1[CH2:31]Br.C(=O)([O-])[O-].[K+].[K+]>C(#N)C>[CH2:1]1[C:10]2[C:5](=[CH:6][CH:7]=[CH:8][CH:9]=2)[CH2:4][CH2:3][N:2]1[C:11](=[O:21])[CH2:12][CH2:13][C:14]1[CH:15]=[CH:16][C:17]([O:20][CH2:31][C:26]2[CH:27]=[CH:28][CH:29]=[CH:30][C:25]=2[C:24]([O:23][CH3:22])=[O:33])=[CH:18][CH:19]=1 |f:2.3.4|. Procedure details: 4-[3-(3,4-dihydroisoquinolin-2(1H)-yl)-3-oxopropyl]phenol (155 mg, 0.551 mmol) was dissolved in acetonitrile (10 ml). 2-Bromomethylbenzoic acid methyl ester (126 mg, 0.551 mmol) was added followed by potassium carbonate anhydrous (114 mg, 0.826 mmol). The mixture was heated to reflux overnight and then evaporated to dry. Water and ethyl acetate were added and two phases were separated. The organic phase was dried (magnesium sulphate) and evaporated. Column chromatography of the residue on silica... Starting materials: CC(C)(C)[Si](O[C@@H]1C[C@@H](CN(C1)C(=O)OCC1=CC=CC=C1)C(=O)O)(C)C (cis-(3RS,5RS)-5-{[(1,1-dimethylethyl)(dimethyl)silyl]oxy}-1-{[(phenylmethyl)oxy]carbonyl}-3-piperidinecarboxylic acid), B.C1CCOC1 (BH3.THF). Solvent: C1CCOC1 (THF), C1CCOC1 (THF). Run at time 6 hour. Product: CC(C)(C)[Si](O[C@@H]1CN(C[C@@H](C1)CO)C(=O)OCC1=CC=CC=C1)(C)C (cis-Phenylmethyl (3RS,5RS)-3-{[(1,1-dimethylethyl)(dimethyl)silyl]oxy}-5-(hydroxymethyl)-1-piperidinecarboxylate). The yield is 72.5%. As a reaction SMILES: [CH3:1][C:2]([Si:5]([CH3:27])([CH3:26])[O:6][C@H:7]1[CH2:12][N:11]([C:13]([O:15][CH2:16][C:17]2[CH:22]=[CH:21][CH:20]=[CH:19][CH:18]=2)=[O:14])[CH2:10][C@@H:9]([C:23](O)=[O:24])[CH2:8]1)([CH3:4])[CH3:3].B.C1COCC1>C1COCC1>[CH3:4][C:2]([Si:5]([CH3:27])([CH3:26])[O:6][C@H:7]1[CH2:8][C@@H:9]([CH2:23][OH:24])[CH2:10][N:11]([C:13]([O:15][CH2:16][C:17]2[CH:18]=[CH:19][CH:20]=[CH:21][CH:22]=2)=[O:14])[CH2:12]1)([CH3:1])[CH3:3] |f:1.2|. Procedure: To cis-(3RS,5RS)-5-{[(1,1-dimethylethyl)(dimethyl)silyl]oxy}-1-{[(phenylmethyl)oxy]carbonyl}-3-piperidinecarboxylic acid (0.80 g; 2.0 mmol) in THF (20 ml) was added 1N BH3.THF in THF (6.0 ml; 6.0 mmol) and the reaction was allowed to stir at room temperature under N2 for 6 h. Excess borane was quenched by the addition of MeOH and the reaction was allowed to stir for 2 hours. The reaction was partitioned between EtOAc (150 ml) and water (25 ml) the layers were separated and the organic layer was ... The reactants are C1(CC(C(CC1)C(C)C)OCC(=O)O)C ((-)-menthoxyacetic acid), C(C(=O)Cl)(=O)Cl (oxalyl chloride), OC1C(=C(C(C1)=O)CCCCCCC(=O)O)C=CC1=CC=CC=C1 (3-hydroxy-5-oxo-2-styrylcyclopent-1-eneheptanoic acid), 50, C([C@@H](O)[C@H](O)C(=O)O)(=O)O (d-tartaric acid). The solvent is C1=CC=CC=C1 (benzene), N1=CC=CC=C1 (pyridine), C1=CC=CC=C1 (benzene), O (water). Reaction conditions: time 1 hour. Yields the product C1(CC(C(CC1)C(C)C)OCC(=O)OC1C(=C(C(C1)=O)CCCCCCC(=O)O)C=CC1=CC=CC=C1)C (3-((-)-menthoxyacetoxy)-5-oxo-2-styrylcyclopent-1-eneheptanoic acid). Reaction SMILES: [CH:1]1([CH3:15])[CH2:6][CH2:5][CH:4]([CH:7]([CH3:9])[CH3:8])[CH:3]([O:10][CH2:11][C:12]([OH:14])=[O:13])[CH2:2]1.C(Cl)(=O)C(Cl)=O.O[CH:23]1[CH2:27][C:26](=[O:28])[C:25]([CH2:29][CH2:30][CH2:31][CH2:32][CH2:33][CH2:34][C:35]([OH:37])=[O:36])=[C:24]1[CH:38]=[CH:39][C:40]1[CH:45]=[CH:44][CH:43]=[CH:42][CH:41]=1.C(O)(=O)[C@H]([C@@H](C(O)=O)O)O>C1C=CC=CC=1.N1C=CC=CC=1.O>[CH:1]1([CH3:15])[CH2:6][CH2:5][CH:4]([CH:7]([CH3:8])[CH3:9])[CH:3]([O:10][CH2:11][C:12]([O:14][CH:23]2[CH2:27][C:26](=[O:28])[C:25]([CH2:29][CH2:30][CH2:31][CH2:32][CH2:33][CH2:34][C:35]([OH:37])=[O:36])=[C:24]2[CH:38]=[CH:39][C:40]2[CH:41]=[CH:42][CH:43]=[CH:44][CH:45]=2)=[O:13])[CH2:2]1. Procedure: 5 Parts of (-)-menthoxyacetic acid is dissolved in 8.79 parts of benzene and treated with 5.95 parts of oxalyl chloride. The resulting solution then is heated at about 60° for 2 hours and allowed to stand for 1 hour at room temperature. After that time, the solvent is removed under reduced pressure, and the remaining residue is dissolved in benzene and again concentrated to dryness. The crude (-)-menthoxyacetyl chloride thus obtained is dissolved in 8.79 parts of benzene and that solution added ... The reactants are raw mixture, C(C)N (ethylamine), N1S(C=CC12CCCCC2)(=O)=O (2-thia-1-azaspiro[4.5]dec-3-ene 2,2-dioxide), BrCC1=CC=C(C=C1)C=1S(NC2(C1C)CCCCC2)(=O)=O (3-(4-bromomethyl-phenyl)-4-methyl-2-thia-1-azaspiro[4.5]dec-3-ene 2,2-dioxide). Run in C(C)O (ethanol). Reaction conditions: time 8 hour. Product: title compound, C(C)NCC1=C(S(NC12CCCCC2)(=O)=O)C2=CC=C(C=C2)C (4-Ethylaminomethyl-3-(4-methylphenyl)-2-thia-1-azaspiro[4.5]dec-3-ene 2,2-dioxide). As a reaction SMILES: [NH:1]1[C:5]2(CCCCC2)[CH:4]=CS1(=O)=O.Br[CH2:14][C:15]1[CH:20]=[CH:19][C:18]([C:21]2[S:22](=[O:33])(=[O:32])[NH:23][C:24]3([CH2:31][CH2:30][CH2:29][CH2:28][CH2:27]3)[C:25]=2[CH3:26])=[CH:17][CH:16]=1.C(N)C>C(O)C>[CH2:5]([NH:1][CH2:26][C:25]1[C:24]2([CH2:31][CH2:30][CH2:29][CH2:28][CH2:27]2)[NH:23][S:22](=[O:33])(=[O:32])[C:21]=1[C:18]1[CH:19]=[CH:20][C:15]([CH3:14])=[CH:16][CH:17]=1)[CH3:4]. Reported procedure: 4-Ethylaminomethyl-3-(4-methylphenyl)-2-thia-1-azaspiro[4.5]dec-3-ene 2,2-dioxide, shown below, was prepared according to the methods described in Examples 1 and 2. Bromination with N-bromosuccinimide afforded a mixture of 4-bromomethyl-3-4-methylphenyl)-2-thia-1-azaspiro[4.5]dec-3-ene 2,2-dioxide and 3-(4-bromomethyl-phenyl)-4-methyl-2-thia-1-azaspiro[4.5]dec-3-ene 2,2-dioxide. The raw mixture (400 mg) was dissolved in ethanol (10 mL) and ethylamine (70% in water, 5 mL) was added. The solution ... Starting materials: Cc1nccnc1OCc1ccccc1, C1COCCO1, O, O=[Se]=O. The product is O=Cc1nccnc1OCc1ccccc1. RXN SMILES: [CH2:1]([c:2]1[cH:3][cH:4][cH:5][cH:6][cH:7]1)[O:8][c:9]1[n:10][cH:11][cH:12][n:13][c:14]1[CH3:15].[CH2:20]1[O:21][CH2:22][CH2:23][O:24][CH2:25]1.[OH2:19].[Se:16](=[O:17])=[O:18]>>[CH2:1]([c:2]1[cH:3][cH:4][cH:5][cH:6][cH:7]1)[O:8][c:9]1[n:10][cH:11][cH:12][n:13][c:14]1[CH:15]=[O:17]. Reactants: CS(=O)(=O)CC1=CC(=CC(=C1)F)N, COC1=C(C=CC(=C1)F)C2=NC(=NC=C2F)Cl. Reagents/catalysts: C(=O)([O-])[O-].[Cs+].[Cs+], CC1(C2=C(C(=CC=C2)P(C3=CC=CC=C3)C4=CC=CC=C4)OC5=C1C=CC=C5P(C6=CC=CC=C6)C7=CC=CC=C7)C, C1=CC=C(C=C1)/C=C/C(=O)/C=C/C2=CC=CC=C2.C1=CC=C(C=C1)/C=C/C(=O)/C=C/C2=CC=CC=C2.C1=CC=C(C=C1)/C=C/C(=O)/C=C/C2=CC=CC=C2.[Pd].[Pd]. Solvent: C1COCCO1. Run at temperature 100 celsius. Product: COC1=C(C=CC(=C1)F)C2=NC(=NC=C2F)NC3=CC(=CC(=C3)CS(=O)(=O)C)F. The yield is 60.6%. Procedure: 2-chloro-5-fluoro-4-(4-fluoro-2-methoxyphenyl)pyrimidine (0.12 g, 0.47 mmol), 3-fluoro-5-((methylsulfonyl)methyl)aniline (0.095 g, 0.47 mmol), cesium carbonate (0.609 g, 1.87 mmol), (9,9-dimethyl-9H-xanthene-4,5-diyl)bis(diphenylphosphine) (0.068 g, 0.12 mmol)and Pd2(dba)3 (0.086 g, 0.09 mmol) were suspended in degassed 1,4-dioxane (3 mL) at ambient temperature. The resulting mixture was degassed, purged with nitrogen and heated at 100 °C for 3 hours after which time reaction was shown to be com... Starting materials: CC1(C)C2CCC1(CS(=O)(=O)O)C(=O)C2, CCO, CCOC([O-])[O-], O=C(Nc1ccc(Oc2cccc3c2CCC3=O)nc1)c1ccc(Cl)c(Cl)c1. Product: CCOC1=CCc2c(Oc3ccc(NC(=O)c4ccc(Cl)c(Cl)c4)cn3)cccc21. Reaction SMILES: [C:35]12([CH2:36][S:37]([OH:38])(=[O:39])=[O:40])[C:41]([CH3:42])([CH3:43])[CH:44]([CH2:45][CH2:46]1)[CH2:47][C:48]2=[O:49].[CH3:50][CH2:51][OH:52].[CH:29]([O-:30])([O-:33])[O:34][CH2:31][CH3:32].[Cl:1][c:2]1[cH:3][c:4]([C:5](=[O:6])[NH:7][c:8]2[cH:9][n:10][c:11]([O:14][c:15]3[c:16]4[c:20]([cH:21][cH:22][cH:23]3)[C:19](=[O:24])[CH2:18][CH2:17]4)[cH:12][cH:13]2)[cH:25][cH:26][c:27]1[Cl:28]>>[Cl:1][c:2]1[cH:3][c:4]([C:5](=[O:6])[NH:7][c:8]2[cH:9][n:10][c:11]([O:14][c:15]3[c:16]4[c:20]([cH:21][cH:22][cH:23]3)[C:19]([O:24][CH2:31][CH3:32])=[CH:18][CH2:17]4)[cH:12][cH:13]2)[cH:25][cH:26][c:27]1[Cl:28].